This data is from the Open Reaction Database (ORD), a public repository of structured organic reaction records. The task is: describe an organic reaction: reactants, conditions, products, and yield Reactants: CC(=O)C (acetone), OCC(=O)[C@@H](O)[C@H](O)[C@@H](O)CO (L-sorbose), I (hydriodic acid), N1=CC=CC=C1 (pyridine). Run at temperature 60 celsius, time 6 hour. Yields the product CC1(OC[C@H]2[C@@H](O1)[C@H]3[C@@](O2)(OC(O3)(C)C)CO)C (2,3:4,6-di-O-isopropylidene-L-sorbofuranose). Isolated yield 84.0%. RXN SMILES: [CH3:1][C:2]([CH3:4])=[O:3].O[CH2:6][C:7]([C@H:9]([C@@H:11]([C@H:13]([CH2:15][OH:16])[OH:14])[OH:12])[OH:10])=[O:8].I.N1C=C[CH:21]=[CH:20][CH:19]=1>>[CH3:1][C:2]1([CH3:4])[O:10][C@H:9]2[C@@H:11]3[O:12][C:20]([CH3:21])([CH3:19])[O:14][C@:13]3([CH2:15][OH:16])[O:8][C@H:7]2[CH2:6][O:3]1. Reported procedure: To 200 ml of acetone were added 10.0 g of L-sorbose and 223 mg of hydriodic acid (57%) and the mixture was refluxed with stirring in a water bath at 60° C. for 6 hours. During this reaction, the refluxing solvent was dried with 20 g of Molecular Sieves 3A interposed between the reaction vessel and the cooling jacket. After completion of the reaction, a small amount of pyridine was added. The acetone was then distilled off under reduced pressure and the residue was dissolved in benzene. The benze... The reactants are C1COC2(CCC(CC2)=O)O1 (1,4-cyclohexanedione monoethylene ketal), Grignard reagent, [Mg] (magnesium), BrC1=CC2=C(OCO2)C=C1 (5-bromo-1,3-benzodioxole). Run in C1CCOC1 (THF). Run at temperature 25 celsius. Yields the product O1COC2=C1C=CC(=C2)C2(CCC1(OCCO1)CC2)O (8-(1,3-Benzodioxol-5-yl)-1,4-dioxaspiro[4.5]decan-8-ol). The yield is 85.3%. As a reaction SMILES: [CH2:1]1[O:11][C:4]2([CH2:9][CH2:8][C:7](=[O:10])[CH2:6][CH2:5]2)[O:3][CH2:2]1.[Mg].Br[C:14]1[CH:22]=[CH:21][C:17]2[O:18][CH2:19][O:20][C:16]=2[CH:15]=1>C1COCC1>[O:18]1[C:17]2[CH:21]=[CH:22][C:14]([C:7]3([OH:10])[CH2:6][CH2:5][C:4]4([O:3][CH2:2][CH2:1][O:11]4)[CH2:9][CH2:8]3)=[CH:15][C:16]=2[O:20][CH2:19]1. Procedure: A solution of 1,4-cyclohexanedione monoethylene ketal (31.2 g, 0.2 mole) in 100 ml dry THF was added to a -60° C. solution of the Grignard reagent prepared from magnesium metal (7.2 g, 0.3 mole) and 5-bromo-1,3-benzodioxole (60.3 g, 0.3 mole). The mixture was allowed to warm to 25° C. and quenched with saturated NH4Cl and extracted with ether. The extracts were dried with Na2SO4 and the solvent removed in vacuo. The residue was crystallized from isopropyl ether to give the product (47.5 g, 85%, ... Reactants: Cl.ClCC(N)C1=CC=C(C=C1)C1=CC=C(C=C1)SC(F)F ((+/-)-α-(chloromethyl)-4'-[(difluoromethyl)thio][1,1'-biphenyl]-4-methanamine hydrochloride), FC1=C(C(=O)Cl)C(=CC=C1)F (2.6-difluorobenzoyl chloride), O (water), C([O-])(O)=O.[Na+] (sodium bicarbonate). Run in C(C)(=O)OCC (ethyl acetate), C(C)(=O)OCC (ethyl acetate). Run at time 15 minute. Yields the product ClCC(C1=CC=C(C=C1)C1=CC=C(C=C1)SC(F)F)NC(C1=C(C=CC=C1F)F)=O ((+/-)-N-[2-chloro-1-[4'-[(difluoromethyl)thio][1,1'-biphenyl]-4-yl]ethyl]-2,6-difluorobenzamide). The yield is 85.6%. Reaction SMILES: Cl.[Cl:2][CH2:3][CH:4]([C:6]1[CH:11]=[CH:10][C:9]([C:12]2[CH:17]=[CH:16][C:15]([S:18][CH:19]([F:21])[F:20])=[CH:14][CH:13]=2)=[CH:8][CH:7]=1)[NH2:5].[F:22][C:23]1[CH:31]=[CH:30][CH:29]=[C:28]([F:32])[C:24]=1[C:25](Cl)=[O:26].C(=O)(O)[O-].[Na+].O>C(OCC)(=O)C>[Cl:2][CH2:3][CH:4]([NH:5][C:25](=[O:26])[C:24]1[C:23]([F:22])=[CH:31][CH:30]=[CH:29][C:28]=1[F:32])[C:6]1[CH:11]=[CH:10][C:9]([C:12]2[CH:17]=[CH:16][C:15]([S:18][CH:19]([F:21])[F:20])=[CH:14][CH:13]=2)=[CH:8][CH:7]=1 |f:0.1,3.4|. Procedure details: To a slurry of 1.1 g of (+/-)-α-(chloromethyl)-4'-[(difluoromethyl)thio][1,1'-biphenyl]-4-methanamine hydrochloride in 13 mL of ethyl acetate was added 0.60 g of 2.6-difluorobenzoyl chloride. 0.60 g of sodium bicarbonate, and 3 mL of water. After 15 min, ethyl acetate was added and the organic phase was washed with aqueous NaCl, dried (MgSO4), filtered, and concentrated to dryness. The residue was triturated with toluene/hexanes, filtered, washed with hexanes, and suction-dried to afford 1.22 g ... Starting materials: O=C(c1cccnn1)c1ccccc1Cl, COc1ccccc1C(O)c1cccnn1. Yields the product COc1ccccc1C(=O)c1cccnn1. As a reaction SMILES: [Cl:1][c:2]1[cH:3][cH:4][cH:5][cH:6][c:7]1[C:8]([c:9]1[n:10][n:11][cH:12][cH:13][cH:14]1)=[O:15].[OH:16][CH:17]([c:18]1[c:19]([O:24][CH3:25])[cH:20][cH:21][cH:22][cH:23]1)[c:26]1[n:27][n:28][cH:29][cH:30][cH:31]1>>[O:16]=[C:17]([c:18]1[c:19]([O:24][CH3:25])[cH:20][cH:21][cH:22][cH:23]1)[c:26]1[n:27][n:28][cH:29][cH:30][cH:31]1.